This data is from the Open Reaction Database (ORD), a public repository of structured organic reaction records. The task is: describe an organic reaction: reactants, conditions, products, and yield The reactants are aqueous solution, [OH-].[K+] (potassium hydroxide), CO (methanol), COC(=O)C1=CC=C(C=C1)C=1N=C2SC3=C(N2C1)C=CC=C3 (2-(p-methoxycarbonylphenyl)imidazo[2,1-b]benzothiazole). Run in C(C)(=O)O (acetic acid). The product is C(=O)(O)C1=CC=C(C=C1)C=1N=C2SC3=C(N2C1)C=CC=C3 (2-(p-carboxyphenyl)imidazo[2,1-b]benzothiazole). The yield is 81.0%. RXN SMILES: [OH-].[K+].CO.C[O:6][C:7]([C:9]1[CH:14]=[CH:13][C:12]([C:15]2[N:16]=[C:17]3[N:21]([CH:22]=2)[C:20]2[CH:23]=[CH:24][CH:25]=[CH:26][C:19]=2[S:18]3)=[CH:11][CH:10]=1)=[O:8]>C(O)(=O)C>[C:7]([C:9]1[CH:14]=[CH:13][C:12]([C:15]2[N:16]=[C:17]3[N:21]([CH:22]=2)[C:20]2[CH:23]=[CH:24][CH:25]=[CH:26][C:19]=2[S:18]3)=[CH:11][CH:10]=1)([OH:8])=[O:6] |f:0.1|. Procedure details: To a mixture of 15 ml of an aqueous solution of 20% potassium hydroxide and 50 ml of methanol was added 2.2 g of 2-(p-methoxycarbonylphenyl)imidazo[2,1-b]benzothiazole and the mixture was refluxed for 30 minutes. After the reaction was over, 4 ml of acetic acid was added to the reaction mixture and the crystals which had formed were recovered by filtration, washed successively with water, methanol and then ethanol, and dried to provide 1.7 g of 2-(p-carboxyphenyl)imidazo[2,1-b]benzothiazole.